From a dataset of the Open Reaction Database (ORD), a public repository of structured organic reaction records. describe an organic reaction: reactants, conditions, products, and yield Starting materials: C1=CC=CC=2C3=CC=CC=C3NC12 (Carbazole), xylenes, [PdCl(π-allyl)]2, [Cl-].[NH4+] (ammonium chloride), solution, ClC1=CC(=CC=C1)Cl (1,3-dichlorobenzene), CC1(CC1(C2=CC=CC=C2)C3=CC=CC=C3)P(C(C)(C)C)C(C)(C)C (cBRIDP), Teflon, C[Mg]Cl (MeMgCl). The solvent is C1(=CC=CC=C1)C (toluene), O (water), C1CCOC1 (THF), C1CCOC1 (THF). Conditions: temperature 5 celsius. The product is C1=CC=CC=2C3=CC=CC=C3N(C12)C1=CC(=CC=C1)N1C2=CC=CC=C2C=2C=CC=CC12 (1,3-bis(N-carbazolyl)benzene). Reaction SMILES: CC1(P(C(C)(C)C)C(C)(C)C)[C:4]([C:11]2[CH:16]=[CH:15][CH:14]=[CH:13][CH:12]=2)([C:5]2[CH:10]=[CH:9][CH:8]=[CH:7]C=2)C1.[CH:26]1[C:38]2[NH:37][C:36]3[C:31](=[CH:32][CH:33]=[CH:34][CH:35]=3)[C:30]=2[CH:29]=[CH:28][CH:27]=1.C[Mg]Cl.Cl[C:43]1[CH:48]=[CH:47][CH:46]=[C:45](Cl)[CH:44]=1.[Cl-].[NH4+:51]>C1(C)C=CC=CC=1.O.C1COCC1>[CH:35]1[C:36]2[N:37]([C:43]3[CH:48]=[CH:47][CH:46]=[C:45]([N:51]4[C:5]5[CH:10]=[CH:9][CH:8]=[CH:7][C:4]=5[C:11]5[C:12]4=[CH:13][CH:14]=[CH:15][CH:16]=5)[CH:44]=3)[C:38]3[C:30](=[CH:29][CH:28]=[CH:27][CH:26]=3)[C:31]=2[CH:32]=[CH:33][CH:34]=1 |f:4.5|. Procedure: [PdCl(π-allyl)]2 (11.6 mg, 0.1 mol %) and cBRIDP (44.4 mg, 0.4 mol %) were placed into a 50 mL, two-necked, round bottomed flask equipped a gas inlet, and the flask was evacuated and filled with nitrogen. Subsequently, to the mixture was added dehydrated THF (8.2 mL, 101.0 mmol, 3.2 equivalents) to prepare a catalyst solution. A 200 mL, four-necked, round-bottomed flask equipped with a Teflon® coated magnetic stirring bar, condenser, dropping funnel, thermometer, and a gas inlet was evacuated an... Reactants: ClC=1C=CC(=C(C1)C=1N=C(C2=C(N1)CCO2)O)F (2-(5-chloro-2-fluorophenyl)-6,7-dihydrofuro[3,2-d]pyrimidin-4-ol), O=P(Cl)(Cl)Cl (POCl3), C(=O)(O)[O-].[Na+] (NaHCO3). Solvent: C(Cl)Cl (methylene chloride). Yields the product ClC=1C2=C(N=C(N1)C1=C(C=CC(=C1)Cl)F)CCO2 (4-chloro-2-(5-chloro-2-fluorophenyl)-6,7-dihydrofuro[3,2-d]pyrimidine). Yield: 73.0%. As a reaction SMILES: [Cl:1][C:2]1[CH:3]=[CH:4][C:5]([F:18])=[C:6]([C:8]2[N:9]=[C:10](O)[C:11]3[O:16][CH2:15][CH2:14][C:12]=3[N:13]=2)[CH:7]=1.C([O-])(O)=O.[Na+].O=P(Cl)(Cl)[Cl:26]>C(Cl)Cl>[Cl:26][C:10]1[C:11]2[O:16][CH2:15][CH2:14][C:12]=2[N:13]=[C:8]([C:6]2[CH:7]=[C:2]([Cl:1])[CH:3]=[CH:4][C:5]=2[F:18])[N:9]=1 |f:1.2|. Procedure: A suspension of 2-(5-chloro-2-fluorophenyl)-6,7-dihydrofuro[3,2-d]pyrimidin-4-ol (100 mg, 0.36 mmol, 1 eq) in POCl3 (5 ml) was stirred under reflux for 1 h. The solution cooled to r.t. and concentrated under reduced pressure to give a white solid which was dissolved in methylene chloride. The solution was cooled to 0° C. and ice was added followed by sat. NaHCO3. The organic layer was separated, washed with brine, dried (MgSO4), filtered and evaporated in vacuo to provide a crude white solid whi... Reactants: C(#C)C1=CC=C(C=C1)CCCCCCCC (1-Ethynyl-4-octylbenzene), C1CCCCC1 (cylohexane), CC1(OCC(CO1)=O)C (2,2-dimethyl-1,3-dioxan-5-one). Solvent: CCOCC (Et2O), C1CCOC1 (THF). Reaction conditions: temperature -15 celsius, time 15 minute. Product: CC1(OCC(CO1)(O)C#CC1=CC=C(C=C1)CCCCCCCC)C (2,2-Dimethyl-5-((4-octylphenyl)ethynyl)-1,3-dioxan-5-ol). Yield: 37.4%. As a reaction SMILES: [C:1]([C:3]1[CH:8]=[CH:7][C:6]([CH2:9][CH2:10][CH2:11][CH2:12][CH2:13][CH2:14][CH2:15][CH3:16])=[CH:5][CH:4]=1)#[CH:2].C1CCCCC1.[CH3:23][C:24]1([CH3:31])[O:29][CH2:28][C:27](=[O:30])[CH2:26][O:25]1>C1COCC1.CCOCC>[CH3:23][C:24]1([CH3:31])[O:29][CH2:28][C:27]([C:2]#[C:1][C:3]2[CH:8]=[CH:7][C:6]([CH2:9][CH2:10][CH2:11][CH2:12][CH2:13][CH2:14][CH2:15][CH3:16])=[CH:5][CH:4]=2)([OH:30])[CH2:26][O:25]1. Procedure details: To a solution of the product of Step A (0.05 g; 0.233 mmol) in anhydrous THF (2 ml) 2 M n-butyllithium in cylohexane (0.13 ml; 0.26 mmol) was added drop wise at 15° C. under N2. After stirring for 15 min at −15° C., 2,2-dimethyl-1,3-dioxan-5-one (0.034 g; 0.26 mmol) was added and the resulting mixture was allowed to warm up to room temperature, diluted to 15 ml with Et2O and washed with H2O (2×10 ml), brine and dried over anhydrous MgSO4 and filtered. The filtrate was evaporated to dryness under... Starting materials: Cc1[nH]c(C=O)c(C)c1CCC(=O)O, C1CCNCC1, CCO, O=C1Cc2ccc(-c3ccccc3)cc2N1. Yields the product Cc1[nH]c(C=C2C(=O)Nc3cc(-c4ccccc4)ccc32)c(C)c1CCC(=O)O. As a reaction SMILES: [C:1](=[O:2])([OH:3])[CH2:4][CH2:5][c:6]1[c:7]([CH3:14])[nH:8][c:9]([CH:12]=[O:13])[c:10]1[CH3:11].[CH2:31]1[CH2:32][CH2:33][NH:34][CH2:35][CH2:36]1.[CH3:37][CH2:38][OH:39].[c:15]1(-[c:21]2[cH:22][cH:23][c:24]3[c:28]([cH:29]2)[NH:27][C:26](=[O:30])[CH2:25]3)[cH:16][cH:17][cH:18][cH:19][cH:20]1>>[C:1](=[O:2])([OH:3])[CH2:4][CH2:5][c:6]1[c:7]([CH3:14])[nH:8][c:9]([CH:12]=[C:25]2[c:24]3[cH:23][cH:22][c:21](-[c:15]4[cH:16][cH:17][cH:18][cH:19][cH:20]4)[cH:29][c:28]3[NH:27][C:26]2=[O:30])[c:10]1[CH3:11]. Reactants: NC1[C@@H]2N(C(=C(CS2)CSC=2SC(=NN2)C)C(=O)OC(C)(C)C)C1=O (t-Butyl 7-amino-3-(5-methyl-1,3,4-thiadiazol-2-ylthiomethyl)-3-cephem-4-carboxylate), C(#N)CS(=O)(=O)CC(=O)O (cyanomethylsulfonylacetic acid), C1(CCCCC1)N=C=NC1CCCCC1 (dicyclohexylcarbodiimide). Run at time 2.5 hour. Yields the product C(#N)CS(=O)(=O)CC(=O)NC1[C@@H]2N(C(=C(CS2)CSC=2SC(=NN2)C)C(=O)O)C1=O (7-Cyanomethylsulfonylacetamido-3-(5-methyl-1,3,4-thiadiazol-2-ylthiometyl)-3-cephem-4-carboxylic acid). RXN SMILES: [NH2:1][CH:2]1[C:24](=[O:25])[N:4]2[C:5]([C:17]([O:19]C(C)(C)C)=[O:18])=[C:6]([CH2:9][S:10][C:11]3[S:12][C:13]([CH3:16])=[N:14][N:15]=3)[CH2:7][S:8][C@H:3]12.[C:26]([CH2:28][S:29]([CH2:32][C:33](O)=[O:34])(=[O:31])=[O:30])#[N:27].C1(N=C=NC2CCCCC2)CCCCC1>>[C:26]([CH2:28][S:29]([CH2:32][C:33]([NH:1][CH:2]1[C:24](=[O:25])[N:4]2[C:5]([C:17]([OH:19])=[O:18])=[C:6]([CH2:9][S:10][C:11]3[S:12][C:13]([CH3:16])=[N:14][N:15]=3)[CH2:7][S:8][C@H:3]12)=[O:34])(=[O:31])=[O:30])#[N:27]. Procedure details: t-Butyl 7-amino-3-(5-methyl-1,3,4-thiadiazol-2-ylthiomethyl)-3-cephem-4-carboxylate (8.0 g, 20 mmol), cyanomethylsulfonylacetic acid (3.3 g, 20 mmol) and dicyclohexylcarbodiimide (4.1 g, 20 mmol) were reacted by the procedure of Example 5. The crude ester was chromatographed on silica gel using ethyl acetate as eluent. The purified t-butyl ester (6.2 g) was dissolved in hot acetonitrile (40 ml) and trifluoroacetic acid (40 ml) was added. The solution was allowed to stand 2.5 hours and then was a...